Dataset: the Open Reaction Database (ORD), a public repository of structured organic reaction records. Task: describe an organic reaction: reactants, conditions, products, and yield Reactants: CC(C)(C#N)c1cc(Br)cc(-c2ccnc3[nH]ncc23)c1, COCCOC, CCOC(C)=O, [Na+], [Na+], O=C([O-])[O-], O, OB(O)c1ccccc1, c1ccc(P(c2ccccc2)(c2ccccc2)[Pd](P(c2ccccc2)(c2ccccc2)c2ccccc2)(P(c2ccccc2)(c2ccccc2)c2ccccc2)P(c2ccccc2)(c2ccccc2)c2ccccc2)cc1. Product: CC(C)(C#N)c1cc(-c2ccccc2)cc(-c2ccnc3[nH]ncc23)c1. As a reaction SMILES: [Br:1][c:2]1[cH:3][c:4]([C:17]([C:18]#[N:19])([CH3:20])[CH3:21])[cH:5][c:6](-[c:8]2[c:9]3[c:10]([n:11][cH:12][cH:13]2)[nH:14][n:15][cH:16]3)[cH:7]1.[CH3:31][O:32][CH2:33][CH2:34][O:35][CH3:36].[CH3:43][CH2:44][O:45][C:46](=[O:47])[CH3:48].[Na+:37].[Na+:38].[O-:39][C:40](=[O:41])[O-:42].[OH2:49].[c:22]1([B:28]([OH:29])[OH:30])[cH:23][cH:24][cH:25][cH:26][cH:27]1.[cH:50]1[cH:51][cH:52][c:53]([P:54]([Pd:55]([P:56]([c:57]2[cH:58][cH:59][cH:60][cH:61][cH:62]2)([c:63]2[cH:64][cH:65][cH:66][cH:67][cH:68]2)[c:69]2[cH:70][cH:71][cH:72][cH:73][cH:74]2)([P:75]([c:76]2[cH:77][cH:78][cH:79][cH:80][cH:81]2)([c:82]2[cH:83][cH:84][cH:85][cH:86][cH:87]2)[c:88]2[cH:89][cH:90][cH:91][cH:92][cH:93]2)[P:94]([c:95]2[cH:96][cH:97][cH:98][cH:99][cH:100]2)([c:101]2[cH:102][cH:103][cH:104][cH:105][cH:106]2)[c:107]2[cH:108][cH:109][cH:110][cH:111][cH:112]2)([c:113]2[cH:114][cH:115][cH:116][cH:117][cH:118]2)[c:119]2[cH:120][cH:121][cH:122][cH:123][cH:124]2)[cH:125][cH:126]1>>[c:2]1(-[c:22]2[cH:23][cH:24][cH:25][cH:26][cH:27]2)[cH:3][c:4]([C:17]([C:18]#[N:19])([CH3:20])[CH3:21])[cH:5][c:6](-[c:8]2[c:9]3[c:10]([n:11][cH:12][cH:13]2)[nH:14][n:15][cH:16]3)[cH:7]1. Reactants: FC=1C=C(C=C(C1)F)CC(=O)O (3,5-difluorophenylacetic acid), solid, Cl.C(C)OC([C@@H](N)C)=O (L-alanine ethyl ester hydrochloride). Run in CCOC(=O)C (EtOAc). The product is C(C)OC([C@@H](NC([C@@H](NC(CC1=CC(=CC(=C1)F)F)=O)C)=O)C)=O (N-[N-(3,5-Difluorophenylacetyl)-L-alaninyl]-L-alanine Ethyl Ester). Reaction SMILES: [F:1][C:2]1[CH:3]=[C:4]([CH2:9][C:10]([OH:12])=O)[CH:5]=[C:6]([F:8])[CH:7]=1.Cl.[CH2:14]([O:16][C:17](=[O:21])[C@H:18]([CH3:20])[NH2:19])[CH3:15]>CCOC(C)=O>[CH2:14]([O:16][C:17](=[O:21])[C@H:18]([CH3:20])[NH:19][C:17](=[O:16])[C@H:18]([CH3:20])[NH:19][C:10](=[O:12])[CH2:9][C:4]1[CH:5]=[C:6]([F:8])[CH:7]=[C:2]([F:1])[CH:3]=1)[CH3:15] |f:1.2|. Procedure: Following General Procedure C and using 3,5-difluorophenylacetic acid (Oakwood) and L-alanine ethyl ester hydrochloride (Sigma), the title compound was prepared as a solid (mp=197-199° C.). The reaction was monitored by tlc (Rf =0.6 in EtOAc) and the product was purified from bi-products by silica gel chromatography using EtOAc as the eluent, followed by recrystallization from EtOAc. Starting materials: CN1CCN(c2cccc3c(=O)cc(C(=O)Nc4ccc(N5CCN(C(=O)OC(C)(C)C)CC5)cc4)oc23)CC1, CCOC(C)=O. The product is CN1CCN(c2cccc3c(=O)cc(C(=O)Nc4ccc(N5CCNCC5)cc4)oc23)CC1. Reaction SMILES: [C:1]([O:2][C:3](=[O:4])[N:8]1[CH2:9][CH2:10][N:11]([c:14]2[cH:15][cH:16][c:17]([NH:20][C:21](=[O:22])[c:23]3[o:24][c:25]4[c:26]([N:34]5[CH2:35][CH2:36][N:37]([CH3:40])[CH2:38][CH2:39]5)[cH:27][cH:28][cH:29][c:30]4[c:31](=[O:33])[cH:32]3)[cH:18][cH:19]2)[CH2:12][CH2:13]1)([CH3:5])([CH3:6])[CH3:7].[CH3:41][CH2:42][O:43][C:44](=[O:45])[CH3:46]>>[NH:8]1[CH2:9][CH2:10][N:11]([c:14]2[cH:15][cH:16][c:17]([NH:20][C:21](=[O:22])[c:23]3[o:24][c:25]4[c:26]([N:34]5[CH2:35][CH2:36][N:37]([CH3:40])[CH2:38][CH2:39]5)[cH:27][cH:28][cH:29][c:30]4[c:31](=[O:33])[cH:32]3)[cH:18][cH:19]2)[CH2:12][CH2:13]1. Starting materials: S1C(=CC=C1)C1C(NCCN1)=O (3-(2-thienyl)-piperazin-2-one), ClC=1C=C(C=CC1)N=C=O (3-chlorophenyl isocyanate). Solvent: C(Cl)Cl (methylene chloride), C(Cl)Cl (methylene chloride). Run at time 5 hour. Product: S1C(=CC=C1)C1C(NCCN1C(=O)NC1=CC(=CC=C1)Cl)=O (3-(2-thienyl)-4-(3-chlorophenylaminocarbonyl)-piperazin-2-one). Reaction SMILES: [S:1]1[CH:5]=[CH:4][CH:3]=[C:2]1[CH:6]1[NH:11][CH2:10][CH2:9][NH:8][C:7]1=[O:12].[Cl:13][C:14]1[CH:15]=[C:16]([N:20]=[C:21]=[O:22])[CH:17]=[CH:18][CH:19]=1>C(Cl)Cl>[S:1]1[CH:5]=[CH:4][CH:3]=[C:2]1[CH:6]1[N:11]([C:21]([NH:20][C:16]2[CH:17]=[CH:18][CH:19]=[C:14]([Cl:13])[CH:15]=2)=[O:22])[CH2:10][CH2:9][NH:8][C:7]1=[O:12]. Procedure: 5.5 g (0.03 mol) of 3-(2-thienyl)-piperazin-2-one, prepared in accordance with Example 16, are dissolved in 60 ml of methylene chloride, 4.6 g (0.03 mol) of 3-chlorophenyl isocyanate, dissolved in 20 ml of methylene chloride, are added dropwise and the mixture is stirred for a further 5 hours at room temperature. The reaction product which has been precipitated is filtered off with suction, washed with methylene chloride and dried. The reactants are C(C)OC(=O)C=C(CCC=C(CCC=C(C(=O)O)C)C)C (11-ethoxycarbonyl-2,6,10-trimethyl-2,6,10-undecatrienoic acid), N1CCCCC1 (piperidine). The product is C(C)OC(=O)C=C(CCC=C(CCC=C(C(=O)N1CCCCC1)C)C)C (N-(11-ethoxycarbonyl-2,6,10-trimethyl-2,6,10-undecatrienoyl)piperidine). As a reaction SMILES: [CH2:1]([O:3][C:4]([CH:6]=[C:7]([CH3:21])[CH2:8][CH2:9][CH:10]=[C:11]([CH3:20])[CH2:12][CH2:13][CH:14]=[C:15]([CH3:19])[C:16]([OH:18])=O)=[O:5])[CH3:2].[NH:22]1[CH2:27][CH2:26][CH2:25][CH2:24][CH2:23]1>>[CH2:1]([O:3][C:4]([CH:6]=[C:7]([CH3:21])[CH2:8][CH2:9][CH:10]=[C:11]([CH3:20])[CH2:12][CH2:13][CH:14]=[C:15]([CH3:19])[C:16]([N:22]1[CH2:27][CH2:26][CH2:25][CH2:24][CH2:23]1)=[O:18])=[O:5])[CH3:2]. Procedure details: Starting materials: 11-ethoxycarbonyl-2,6,10-trimethyl-2,6,10-undecatrienoic acid and piperidine. The reactants are FC(C=1C=C(C=CC1N)S(=O)(=O)N)(F)F (3-trifluoromethyl-4-aminobenzenesulfonamide), Br (hydrobromic acid), BrBr (bromine). The solvent is O (water). Product: NC1=C(C=C(C=C1C(F)(F)F)S(=O)(=O)N)Br (4-amino-3-bromo-5-trifluoromethylbenzenesulfonamide). Reaction SMILES: [F:1][C:2]([F:15])([F:14])[C:3]1[CH:4]=[C:5]([S:10]([NH2:13])(=[O:12])=[O:11])[CH:6]=[CH:7][C:8]=1[NH2:9].[BrH:16].BrBr>O>[NH2:9][C:8]1[C:3]([C:2]([F:1])([F:14])[F:15])=[CH:4][C:5]([S:10]([NH2:13])(=[O:12])=[O:11])=[CH:6][C:7]=1[Br:16]. Procedure details: A suspension of 0.69 g. (0.029 moles) of 3-trifluoromethyl-4-aminobenzenesulfonamide in 7 ml. of water and 7 ml. of 48% hydrobromic acid is treated dropwise with 0.16 ml. of liquid bromine and stirred for 3 hours at room temperature. The reaction mixture is filtered, the solid material washed with 10% aqueous sodium bicarbonate, water and dried. The dried solid is recrystallized from toluene affording 0.76 g. of 4-amino-3-bromo-5-trifluoromethylbenzenesulfonamide, m.p. 248°-252° C. Starting materials: COC(=O)C1(c2cc(I)c(O)c(I)c2)CC1, CC(C)=O, C=C(C)CCl, [I-], [K+], [K+], [Na+], O=C([O-])[O-]. Yields the product C=C(C)COc1c(I)cc(C2(C(=O)OC)CC2)cc1I. RXN SMILES: [CH3:1][O:2][C:3](=[O:4])[C:5]1([c:8]2[cH:9][c:10]([I:16])[c:11]([OH:15])[c:12]([I:14])[cH:13]2)[CH2:6][CH2:7]1.[CH3:30][C:31](=[O:32])[CH3:33].[Cl:17][CH2:18][C:19](=[CH2:20])[CH3:21].[I-:28].[K+:22].[K+:23].[Na+:29].[O-:24][C:25]([O-:26])=[O:27]>>[CH3:1][O:2][C:3](=[O:4])[C:5]1([c:8]2[cH:9][c:10]([I:16])[c:11]([O:15][CH2:20][C:19](=[CH2:18])[CH3:21])[c:12]([I:14])[cH:13]2)[CH2:6][CH2:7]1. RXN SMILES: [Br-:16].[CH2:17]([CH3:18])[Mg+:19].[CH3:20][CH2:21][O:22][C:23](=[O:24])[CH3:25].[CH3:31][CH2:32][O:33][CH2:34][CH3:35].[CH3:36][CH2:37][CH2:38][CH2:39][CH2:40][CH3:41].[O:26]1[CH2:27][CH2:28][CH2:29][CH2:30]1.[OH:1][c:2]1[cH:3][c:4]2[c:9]([cH:10][cH:11]1)[CH2:8][N:7]([CH:12]=[O:13])[CH2:6][C:5]2([CH3:14])[CH3:15]>>[OH:1][c:2]1[cH:3][c:4]2[c:9]([cH:10][cH:11]1)[CH2:8][N:7]([CH:12]1[CH2:17][CH2:18]1)[CH2:6][C:5]2([CH3:14])[CH3:15]. The reactants are [Br-], CC[Mg+], CCOC(C)=O, CCOCC, CCCCCC, C1CCOC1, CC1(C)CN(C=O)Cc2ccc(O)cc21. Yields the product CC1(C)CN(C2CC2)Cc2ccc(O)cc21. Reactants: O (water), C([O-])([O-])=O.[K+].[K+] (potassium carbonate), CI (methyl iodide), C([O-])([O-])=O.[K+].[K+] (potassium carbonate), CI (methyl iodide), CC=1C=C2C=CC=CN2C1C(=O)C=1C=C2C(C(=CNC2=CC1)C(=O)OCC)=O (ethyl 6-[(2-methylindolizin-3-yl)carbonyl]-4-oxo-1,4-dihydroquinoline-3-carboxylate). Run in CN(C)C=O (DMF). Run at temperature 90 celsius, time 40 minute. The product is CC=1C=C2C=CC=CN2C1C(=O)C=1C=C2C(C(=CN(C2=CC1)C)C(=O)OCC)=O (Ethyl 6-[(2-methylindolizin-3-yl)carbonyl]-1-methyl-4-oxo-1,4-dihydroquinoline-3-carboxylate). Isolated yield 87.5%. Reaction SMILES: [C:1](=O)([O-])[O-].[K+].[K+].CI.[CH3:9][C:10]1[CH:11]=[C:12]2[N:17]([C:18]=1[C:19]([C:21]1[CH:22]=[C:23]3[C:28](=[CH:29][CH:30]=1)[NH:27][CH:26]=[C:25]([C:31]([O:33][CH2:34][CH3:35])=[O:32])[C:24]3=[O:36])=[O:20])[CH:16]=[CH:15][CH:14]=[CH:13]2.O>CN(C=O)C>[CH3:9][C:10]1[CH:11]=[C:12]2[N:17]([C:18]=1[C:19]([C:21]1[CH:22]=[C:23]3[C:28](=[CH:29][CH:30]=1)[N:27]([CH3:1])[CH:26]=[C:25]([C:31]([O:33][CH2:34][CH3:35])=[O:32])[C:24]3=[O:36])=[O:20])[CH:16]=[CH:15][CH:14]=[CH:13]2 |f:0.1.2|. Procedure details: 1.53 g (11.12 mmol) of potassium carbonate and 0.69 ml (11.12 mmol) of methyl iodide are added, at ambient temperature under an inter atmosphere, to 3.73 g (9.27 mmol) of ethyl 6-[(2-methylindolizin-3-yl)carbonyl]-4-oxo-1,4-dihydroquinoline-3-carboxylate in 100 ml of DMF. The reaction medium is heated at 90° C. for 2 h. 0.384 g (2.78 mmol) of potassium carbonate and 0.173 ml (2.78 mmol) of methyl iodide are added and then the heating is continued for 40 minutes. The reaction medium is hydrolysed... Conditions: time 3 day. RXN SMILES: [Mg].II.Br[C:5]1[CH:10]=[C:9]([F:11])[CH:8]=[C:7]([F:12])[CH:6]=1.[C:13](=[O:15])=[O:14]>Cl.C1COCC1>[F:12][C:7]1[CH:6]=[C:5]([CH:10]=[C:9]([F:11])[CH:8]=1)[C:13]([OH:15])=[O:14]. The reactants are [Mg] (magnesium), C(=O)=O (dry ice), BrC1=CC(=CC(=C1)F)F (1-bromo-3,5-difluorobenzene), II (iodine). Yield: 54.0%. The solvent is Cl (HCl), C1CCOC1 (THF), C1CCOC1 (THF). Yields the product FC=1C=C(C(=O)O)C=C(C1)F (3,5-difluorobenzoic acid). Procedure details: In a reactor under an N2-atmosphere, 22.7 g (933 mmol) of magnesium flakes were added and stirred at room temperature for 3 days. Then, 80 ml of THF and an iodine flake were added, a 100 ml THF solution of 150 g (777 mmol) of 1-bromo-3,5-difluorobenzene was slowly added at room temperature, and then the mixture was refluxed for 1 hour. Next, the mixture was cooled to 10° C., slowly added with 75 g (1710 mmol) of dry ice and stirred at room temperature for 1 hour. The reaction solution was poured...